This data is from the Open Reaction Database (ORD), a public repository of structured organic reaction records. The task is: describe an organic reaction: reactants, conditions, products, and yield Starting materials: CC(C)(OC(CNC1=CC=C(C=C1)CC(C(=O)OC)C)=O)C (4-[[2-(1,1-dimethylethoxy)-2-oxoethyl]amino]-alpha-methyl-benzenepropanoic acid, methyl ester), [C-]#N.[Na+] (sodium cyanide). Solvent: [Cl-].[NH4+] (ammonium chloride). Run at temperature 70 celsius. Product: CC(C)(OC(CNC1=CC=C(C=C1)CC(C(=O)O)C)=O)C (4-[[2-(1,1-Dimethylethoxy)-2-oxoethyl]amino]-alpha-methyl-benzenepropanoic acid). RXN SMILES: [CH3:1][C:2]([CH3:22])([O:4][C:5](=[O:21])[CH2:6][NH:7][C:8]1[CH:13]=[CH:12][C:11]([CH2:14][CH:15]([CH3:20])[C:16]([O:18]C)=[O:17])=[CH:10][CH:9]=1)[CH3:3].[C-]#N.[Na+]>[Cl-].[NH4+]>[CH3:22][C:2]([CH3:3])([O:4][C:5](=[O:21])[CH2:6][NH:7][C:8]1[CH:13]=[CH:12][C:11]([CH2:14][CH:15]([CH3:20])[C:16]([OH:18])=[O:17])=[CH:10][CH:9]=1)[CH3:1] |f:1.2,3.4|. Procedure: Dissolve 4-[[2-(1,1-dimethylethoxy)-2-oxoethyl]amino]-alpha-methyl-benzenepropanoic acid, methyl ester (9.95 g, 32.4 mmol) in anhydrous hexamethylphosporamide (160 mL) and treat with sodium cyanide (1.59 g, 32.4 mmol). Heat at 70° C. for 48 hours, cool and dilute with saturated ammonium chloride (300 mL). Extract with ethyl ether (400 mL), wash with water (2×300 mL), then brine (300 mL) and dry (MgSO4). Evaporate the solvent in vacuo and purify by flash chromatography to give the title compound. The reactants are C([O-])([O-])=O.[K+].[K+] (potassium carbonate), BrC(C(=O)OCCON=C(C)C)C (2-isopropylideneaminooxy-ethyl 2-bromopropionate), ClC1=C(OC=2C=C(C=CC2)O)C=CC(=C1)C(F)(F)F (3-(o-chloro-p-trifluoromethyl-phenoxy)-phenol). Run in CC(=O)C (acetone). The product is ClC1=C(OC=2C=C(OC(C(=O)OCCON=C(C)C)C)C=CC2)C=CC(=C1)C(F)(F)F (2-isopropylideneaminooxy-ethyl 2-[3-(o-chloro-p-trifluoromethyl-phenoxy)-phenoxy]-propionate). As a reaction SMILES: C(=O)([O-])[O-].[K+].[K+].Br[CH:8]([CH3:19])[C:9]([O:11][CH2:12][CH2:13][O:14][N:15]=[C:16]([CH3:18])[CH3:17])=[O:10].[Cl:20][C:21]1[CH:34]=[C:33]([C:35]([F:38])([F:37])[F:36])[CH:32]=[CH:31][C:22]=1[O:23][C:24]1[CH:25]=[C:26]([OH:30])[CH:27]=[CH:28][CH:29]=1>CC(C)=O>[Cl:20][C:21]1[CH:34]=[C:33]([C:35]([F:36])([F:38])[F:37])[CH:32]=[CH:31][C:22]=1[O:23][C:24]1[CH:25]=[C:26]([CH:27]=[CH:28][CH:29]=1)[O:30][CH:8]([CH3:19])[C:9]([O:11][CH2:12][CH2:13][O:14][N:15]=[C:16]([CH3:18])[CH3:17])=[O:10] |f:0.1.2|. Reported procedure: 2.76 g of anhydrous potassium carbonate and 3.78 g of 2-isopropylideneaminooxy-ethyl 2-bromopropionate are added to a solution of 2.89 g of 3-(o-chloro-p-trifluoromethyl-phenoxy)-phenol in 40 ml of acetone and the mixture is heated at reflux temperature for 6 hours. The resulting solution is then concentrated to 30 ml and the concentrate is poured into 100 ml of water. The mixture is extracted three times with 80 ml of ethyl acetate each time, the combined organic phases are back-washed twice wi...